From a dataset of the Open Reaction Database (ORD), a public repository of structured organic reaction records. describe an organic reaction: reactants, conditions, products, and yield The reactants are CC(Cl)c1cccnc1, OCc1csc2ccc(Cl)cc12. Reagents/catalysts: O=C([O-])[O-].[Cs+].[Cs+] (cesium carbonate), [I-].[K+] (potassium iodide). The solvent is CN(C)C=O (DMF), CN(C)C=O (dmf), CN(C)C=O (DMF). Reaction conditions: temperature 70 celsius, time 16 hour. Product: CC(OCc1csc2ccc(Cl)cc12)c1cccnc1. Starting materials: OC(C)(C#C)C1C(C(C1)CC(=O)O)(C)C (2-(3-(2-hydroxybut-3-yn-2-yl)-2,2-dimethylcyclobutyl)acetic acid), C(C)[SiH](CC)CC (triethylsilane), FC(C(=O)O)(F)F (trifluoroacetic acid). The solvent is C(Cl)Cl (CH2Cl2). Reaction conditions: time 8 hour. The product is C=C(C#C)C1C(C(C1)CC(=O)O)(C)C (2-(3-(but-1-en-3-yn-2-yl)-2,2-dimethylcyclobutyl)acetic acid). Reaction SMILES: O[C:2]([CH:6]1[CH2:9][CH:8]([CH2:10][C:11]([OH:13])=[O:12])[C:7]1([CH3:15])[CH3:14])([C:4]#[CH:5])[CH3:3].C([SiH](CC)CC)C.FC(F)(F)C(O)=O>C(Cl)Cl>[CH2:3]=[C:2]([CH:6]1[CH2:9][CH:8]([CH2:10][C:11]([OH:13])=[O:12])[C:7]1([CH3:15])[CH3:14])[C:4]#[CH:5]. Procedure: To a stirred solution of Example 29A (253 mg, 1.2 mmol) in 5 mL of CH2Cl2 was added triethylsilane (250 μL, 1.6 mmol), followed by trifluoroacetic acid (116 μL, 1.6 mmol). The resulting mixture was stirred at room temperature for overnight. Volatile organics were removed in vacuuo and the residue was evaporated with toluene (2×10 mL). The resulting title compound was used without further purification. Product: BrC=1C=C2C=C(C(=NC2=CC1)NCC1=CC=C(C=C1)OC)N1C(COC[C@H]1C)=O ((R)-4-(6-bromo-2-(4-methoxybenzylamino)quinolin-3-yl)-5-methylmorpholin-3-one). Reported procedure: A mixture of 6-bromo-3-iodo-N-(4-methoxybenzyl)quinolin-2-amine (0.25 g, 0.533 mmol, prepared as in Example 1, Step 1-2), 2-isobutyrylcyclohexanone (0.018 g, 0.107 mmol), (R)-5-methylmorpholin-3-one (0.92 g, 7.99 mmol), copper(I) iodide (5.07 mg, 0.027 mmol), and cesium carbonate (0.35 g, 1.066 mmol) in DMF (5 mL) was heated at 125° C. for 10 min. Some product was observed but mostly starting material. The mixture was heated again at 125° C. for 10 min more. This process was repeated 7× until th... Run at temperature 125 celsius. Solvent: CN(C)C=O (DMF). Reactants: BrC=1C=C2C=C(C(=NC2=CC1)NCC1=CC=C(C=C1)OC)I (6-bromo-3-iodo-N-(4-methoxybenzyl)quinolin-2-amine), C(C(C)C)(=O)C1C(CCCC1)=O (2-isobutyrylcyclohexanone), C[C@@H]1COCC(N1)=O ((R)-5-methylmorpholin-3-one), C([O-])([O-])=O.[Cs+].[Cs+] (cesium carbonate). Reagents/catalysts: [Cu]I (copper(I) iodide). RXN SMILES: [Br:1][C:2]1[CH:3]=[C:4]2[C:9](=[CH:10][CH:11]=1)[N:8]=[C:7]([NH:12][CH2:13][C:14]1[CH:19]=[CH:18][C:17]([O:20][CH3:21])=[CH:16][CH:15]=1)[C:6](I)=[CH:5]2.C(C1CCCCC1=O)(=O)C(C)C.[CH3:35][C@H:36]1[NH:41][C:40](=[O:42])[CH2:39][O:38][CH2:37]1.C(=O)([O-])[O-].[Cs+].[Cs+]>CN(C=O)C.[Cu]I>[Br:1][C:2]1[CH:3]=[C:4]2[C:9](=[CH:10][CH:11]=1)[N:8]=[C:7]([NH:12][CH2:13][C:14]1[CH:19]=[CH:18][C:17]([O:20][CH3:21])=[CH:16][CH:15]=1)[C:6]([N:41]1[C@H:36]([CH3:35])[CH2:37][O:38][CH2:39][C:40]1=[O:42])=[CH:5]2 |f:3.4.5|.